From a dataset of the Open Reaction Database (ORD), a public repository of structured organic reaction records. describe an organic reaction: reactants, conditions, products, and yield The reactants are C(C)(=O)[O-].[Na+] (sodium acetate), NOS(=O)(=O)O (hydroxylamine-O-sulfonic acid), CC1=NC=C(C=C1)C=1N(C=C(N1)C(F)(F)F)C1=CC=C(C=C1)S(=O)(=O)C (2-methyl-5-[1-[4-(methylsulfonyl)phenyl]-4-trifluoromethyl-1H-imidazol-2-yl]pyridine), C(CCC)[Mg]Cl (n-BuMgCl), C(C)B(CC)CC (triethylborane). The solvent is O (water), O1CCCC1 (tetrahydrofuran). Conditions: time 20 minute. Product: CC1=CC=C(C=N1)C=1N(C=C(N1)C(F)(F)F)C1=CC=C(C=C1)S(=O)(=O)N (4-[2-(6-methylpyridin-3-yl)-4-(trifluoromethyl)-1H-imidazol-1-yl]benzenesulfonamide). Yield: 12.4%. As a reaction SMILES: [CH3:1][C:2]1[CH:7]=[CH:6][C:5]([C:8]2[N:9]([C:17]3[CH:22]=[CH:21][C:20]([S:23](C)(=[O:25])=[O:24])=[CH:19][CH:18]=3)[CH:10]=[C:11]([C:13]([F:16])([F:15])[F:14])[N:12]=2)=[CH:4][N:3]=1.C([Mg]Cl)CCC.C(B(CC)CC)C.C([O-])(=O)C.[Na+].[NH2:45]OS(O)(=O)=O>O1CCCC1.O>[CH3:1][C:2]1[N:3]=[CH:4][C:5]([C:8]2[N:9]([C:17]3[CH:22]=[CH:21][C:20]([S:23]([NH2:45])(=[O:25])=[O:24])=[CH:19][CH:18]=3)[CH:10]=[C:11]([C:13]([F:16])([F:15])[F:14])[N:12]=2)=[CH:6][CH:7]=1 |f:3.4|. Procedure details: To a clear solution of Example 33 (2.4 g, 6.3 mmol) in tetrahydrofuran (60 ml) at 0° C., n-BuMgCl (2M solution in THF, 15.7 ml, 31.5 mmol) was added over 10 minutes. After stirring for additional 20 minutes, the ice bath was removed and the solution was stirred for 2 hours. The reaction mixture was recooled to 0° C. and triethylborane (1M solution in THF, 38 ml, 38 mmol) was added. After stirring for 1 hour, the reaction was heated to reflux for 72 hours. The reaction mixture was cooled to room ... Starting materials: ClC1=C(OC=2C=C(C=CC2NS(=O)(=O)C)S(=O)(=O)Cl)C=CC(=C1)Cl (3-(2,4-Dichlorophenoxy)-4-methylsulphonylaminobenzene-sulphonic acid chloride), Cl.NC1=CC=C(C=CC(=O)O)C=C1 (4-aminocinnamic acid hydrochloride). The reagents and catalysts are CN(C)C=1C=CN=CC1 (DMAP). Run in C(Cl)Cl (CH2Cl2), N1=CC=CC=C1 (pyridine). Reaction conditions: temperature 0 celsius, time 7 hour. The product is ClC1=C(OC=2C=C(C=CC2NS(=O)(=O)C)NS(=O)(=O)C2=CC=C(/C=C/C(=O)O)C=C2)C=CC(=C1)Cl (4-[3-(2,4-Dichlorophenoxy)-4-methylsulphonylamino-phenylsulphamoyl]-E-cinnamic acid). Reaction SMILES: [Cl:1][C:2]1[CH:23]=[C:22]([Cl:24])[CH:21]=[CH:20][C:3]=1[O:4][C:5]1[CH:6]=[C:7](S(Cl)(=O)=O)[CH:8]=[CH:9][C:10]=1[NH:11][S:12]([CH3:15])(=[O:14])=[O:13].Cl.N[C:27]1[CH:37]=[CH:36][C:30]([CH:31]=[CH:32][C:33]([OH:35])=[O:34])=[CH:29][CH:28]=1>C(Cl)Cl.CN(C1C=CN=CC=1)C.N1C=CC=CC=1>[Cl:1][C:2]1[CH:23]=[C:22]([Cl:24])[CH:21]=[CH:20][C:3]=1[O:4][C:5]1[CH:6]=[C:7]([NH:11][S:12]([C:27]2[CH:37]=[CH:36][C:30](/[CH:31]=[CH:32]/[C:33]([OH:35])=[O:34])=[CH:29][CH:28]=2)(=[O:14])=[O:13])[CH:8]=[CH:9][C:10]=1[NH:11][S:12]([CH3:15])(=[O:13])=[O:14] |f:1.2|. Reported procedure: 3-(2,4-Dichlorophenoxy)-4-methylsulphonylaminobenzene-sulphonic acid chloride (1.1 g, 2.55 mmol) was dissolved in CH2Cl2 (5 ml) and at 0° C. added dropwise to a solution of 4-aminocinnamic acid hydrochloride (0.65 g, 43.3 mmol) and DMAP (0.44 g, 3.6 mmol) in pyridine (20 ml). The mixture was stirred for 7 hours at 0° C. and then evaporated down. The residue was dried in vacuo and purified by chromatography (silica gel, petroleum ether/ethyl acetate/HOAc 1/1/0.1). Yield: 0.43 g=30% 13C (100 MHz, ... Starting materials: CCI, Cc1cccc(C#Cc2cn(-c3cc[nH]c(=O)c3)c(C)n2)c1. The product is CCn1ccc(-n2cc(C#Cc3cccc(C)c3)nc2C)cc1=O. Reaction SMILES: [CH2:23]([CH3:24])[I:25].[CH3:1][c:2]1[n:3](-[c:16]2[cH:17][c:18](=[O:22])[nH:19][cH:20][cH:21]2)[cH:4][c:5]([C:7]#[C:8][c:9]2[cH:10][c:11]([CH3:15])[cH:12][cH:13][cH:14]2)[n:6]1>>[CH3:1][c:2]1[n:3](-[c:16]2[cH:17][c:18](=[O:22])[n:19]([CH2:23][CH3:24])[cH:20][cH:21]2)[cH:4][c:5]([C:7]#[C:8][c:9]2[cH:10][c:11]([CH3:15])[cH:12][cH:13][cH:14]2)[n:6]1. The reactants are Cl.N1=CC=C(C=C1)C=NO (4-pyridinecarboxaldehyde oxime, hydrochloride), C([O-])(O)=O.[Na+] (sodium bicarbonate), C(C)#N (acetonitrile), IC (iodomethane). Solvent: O (water). Yields the product N1=CC=C(C=C1)C=NO (4-pyridinecarboxaldehyde oxime). Isolated yield 190.4%. RXN SMILES: Cl.[N:2]1[CH:7]=[CH:6][C:5]([CH:8]=[N:9][OH:10])=[CH:4][CH:3]=1.C(=O)(O)[O-].[Na+].IC.C(#N)C>O>[N:2]1[CH:7]=[CH:6][C:5]([CH:8]=[N:9][OH:10])=[CH:4][CH:3]=1 |f:0.1,2.3|. Procedure details: A solution of 4-pyridinecarboxaldehyde oxime, hydrochloride (24.5 g, 154 mmol) in 250 ml of water was treated with solid sodium bicarbonate (13 g, 155 mmol) and the resulting oil was extracted into 1.2 l of ethyl acetate. The extract was washed with saturated sodium chloride solution, dried over anhydrous magnesium sulfate and calcium sulfate, and concentrated to 500 ml of solution in vacuo. This concentrate was treated with iodomethane (21.5 ml, 344 mmol) and heated with 100 ml of acetonitrile ... The reactants are FC1=C(C=C(C=C1)S(=O)(=O)CCC)C#C[Si](C)(C)C ({[2-Fluoro-5-(propylsulfonyl)phenyl]ethynyl}trimethyl silane), BrC1=C(C=CC(=C1)S(=O)(=O)CC)F (2-bromo-4-ethanesulfonyl-1-fluoro-benzene), BrC1=C(C=CC(=C1)S(=O)(=O)CC)F (2-bromo-4-ethanesulfonyl-1-fluoro-benzene), C(C)(C)(C)OC(COC1=C(C=C(C=C1)Cl)C#C)=O (tert-butyl(4-chloro-2-ethynylphenoxy)acetate), C(C)(C)(C)OC(COC1=C(C=C(C=C1)Cl)C#C)=O (tert-butyl(4-chloro-2-ethynylphenoxy)acetate). The product is C(C)(C)(C)OC(COC1=C(C=C(C=C1)Cl)C#CC1=C(C=CC(=C1)S(=O)(=O)CC)F)=O (tert-butyl(4-chloro-2-{[5-(ethylsulfonyl)-2-fluorophenyl]ethynyl}phenoxy)acetate). Isolated yield 86.0%. Reaction SMILES: [F:1][C:2]1[CH:7]=[CH:6][C:5]([S:8]([CH2:11][CH2:12]C)(=[O:10])=[O:9])=[CH:4][C:3]=1[C:14]#[C:15][Si](C)(C)C.[C:20]([O:24][C:25](=[O:37])[CH2:26][O:27][C:28]1[CH:33]=[CH:32][C:31]([Cl:34])=[CH:30][C:29]=1C#C)([CH3:23])([CH3:22])[CH3:21].BrC1C=C(S(CC)(=O)=O)C=CC=1F>>[C:20]([O:24][C:25](=[O:37])[CH2:26][O:27][C:28]1[CH:33]=[CH:32][C:31]([Cl:34])=[CH:30][C:29]=1[C:15]#[C:14][C:3]1[CH:4]=[C:5]([S:8]([CH2:11][CH3:12])(=[O:10])=[O:9])[CH:6]=[CH:7][C:2]=1[F:1])([CH3:23])([CH3:21])[CH3:22]. Procedure details: Following the general method as outlined in Intermediate 107, starting from (4-chloro-2-ethynyl-phenoxy)-acetic acid tert-butyl ester (Intermediate 3) and 2-bromo-4-ethanesulfonyl-1-fluoro-benzene (Intermediate 130), the title compound was obtained as a colorless oil in 86% yield after purification by flash column chromatography (silica), eluting with cyclohexane containing increasing amounts of EtOAc. Reactants: CC1(OB(OC1(C)C)C1=C2C=NNC2=CC(=C1)C(F)(F)F)C (4-(4,4,5,5-tetramethyl-1,3,2-dioxaborolan-2-yl)-6-(trifluoromethyl)-1H-indazole), BrC=1C=CC(=NC1)C(=O)N1CCOCC1 ((5-bromopyridin-2-yl)(morpholino)methanone), C(=O)(O)[O-].[Na+] (NaHCO3). Reagents/catalysts: C1=CC=C(C=C1)P([C-]2C=CC=C2)C3=CC=CC=C3.C1=CC=C(C=C1)P([C-]2C=CC=C2)C3=CC=CC=C3.Cl[Pd]Cl.[Fe+2] (PdCl2(dppf)). Solvent: O1CCOCC1 (dioxane). Reaction conditions: temperature 140 celsius. Product: C(=O)(C(F)(F)F)O (TFA), O1CCN(CC1)C(=O)C1=NC=C(C=C1)C1=C2C=NNC2=CC(=C1)C(F)(F)F (morpholino(5-(6-(trifluoromethyl)-1H-indazol-4-yl)pyridin-2-yl)methanone). Yield: 44.0%. Reaction SMILES: CC1(C)C(C)(C)OB([C:9]2[CH:17]=[C:16]([C:18]([F:21])([F:20])[F:19])[CH:15]=[C:14]3[C:10]=2[CH:11]=[N:12][NH:13]3)O1.Br[C:24]1[CH:25]=[CH:26][C:27]([C:30]([N:32]2[CH2:37][CH2:36][O:35][CH2:34][CH2:33]2)=[O:31])=[N:28][CH:29]=1.[C:38]([O-:41])(O)=[O:39].[Na+]>O1CCOCC1.C1C=CC(P(C2C=CC=CC=2)[C-]2C=CC=C2)=CC=1.C1C=CC(P(C2C=CC=CC=2)[C-]2C=CC=C2)=CC=1.Cl[Pd]Cl.[Fe+2]>[C:38]([OH:41])([C:18]([F:21])([F:20])[F:19])=[O:39].[O:35]1[CH2:36][CH2:37][N:32]([C:30]([C:27]2[CH:26]=[CH:25][C:24]([C:9]3[CH:17]=[C:16]([C:18]([F:19])([F:20])[F:21])[CH:15]=[C:14]4[C:10]=3[CH:11]=[N:12][NH:13]4)=[CH:29][N:28]=2)=[O:31])[CH2:33][CH2:34]1 |f:2.3,5.6.7.8|. Procedure details: A vial was charged with a mixture of 4-(4,4,5,5-tetramethyl-1,3,2-dioxaborolan-2-yl)-6-(trifluoromethyl)-1H-indazole (0.1 g, 0.320 mmol), (5-bromopyridin-2-yl)(morpholino)methanone (0.174 g, 0.641 mmol) and PdCl2(dppf) (0.012 g, 0.016 mmol) in dioxane (10 mL) and aqueous saturated NaHCO3 (3 mL). The resulting light brown suspension was heated at 140° C. for 45 minutes in a microwave reactor. The reaction mixture was subsequently concentrated and the crude residue was purified by preparative HPLC... The reactants are O1C2=C(C=C1C(=O)O)C=CC=C2 (benzo[b]furan-2-carboxylic acid), NC=1C=CC(=C(C#N)C1)OC1CCN(CC1)CC1=CC=CC=C1 (5-amino-2-(1-benzylpiperidin-4-yloxy)benzonitrile). Yields the product C(C1=CC=CC=C1)N1CCC(CC1)OC1=C(C=C(C=C1)NC(=O)C1=CC2=C(O1)C=CC=C2)C#N (N-[4-(1-benzylpiperidin-4-yloxy)-3-cyanophenyl]benzo[b]furan-2-carboxamide). Yield: 40.2%. RXN SMILES: [O:1]1[C:5]([C:6]([OH:8])=O)=[CH:4][C:3]2[CH:9]=[CH:10][CH:11]=[CH:12][C:2]1=2.[NH2:13][C:14]1[CH:15]=[CH:16][C:17]([O:22][CH:23]2[CH2:28][CH2:27][N:26]([CH2:29][C:30]3[CH:35]=[CH:34][CH:33]=[CH:32][CH:31]=3)[CH2:25][CH2:24]2)=[C:18]([CH:21]=1)[C:19]#[N:20]>>[CH2:29]([N:26]1[CH2:25][CH2:24][CH:23]([O:22][C:17]2[CH:16]=[CH:15][C:14]([NH:13][C:6]([C:5]3[O:1][C:2]4[CH:12]=[CH:11][CH:10]=[CH:9][C:3]=4[CH:4]=3)=[O:8])=[CH:21][C:18]=2[C:19]#[N:20])[CH2:28][CH2:27]1)[C:30]1[CH:35]=[CH:34][CH:33]=[CH:32][CH:31]=1. Procedure: By the reaction and treatment in the same manner as in Example 6 using benzo[b]furan-2-carboxylic acid (1.2 g) and 5-amino-2-(1-benzylpiperidin-4-yloxy)benzonitrile (2.2 g), the title compound (1.3 g) was obtained. melting point: 175° C. The reactants are C1=C(C=CC2=CC=CC=C12)S(=O)(=O)Cl (2-naphthylsulphonyl chloride), C(C)OC(=O)C1CN(CCN1)C(=O)C1CCN(CC1)C1=CC=NC=C1 (3-ethoxycarbonyl-1-[1-(4-pyridyl)piperidin-4-ylcarbonyl]piperazine). Yields the product C(C)OC(=O)C1N(CCN(C1)C(=O)C1CCN(CC1)C1=CC=NC=C1)S(=O)(=O)C1=CC2=CC=CC=C2C=C1 (2-ethoxycarbonyl-1-(2-naphthylsulphonyl)-4-[1-(4-pyridyl)piperidin-4-ylcarbonyl]piperazine). Yield: 31.0%. Reaction SMILES: [CH:1]1[C:10]2[C:5](=[CH:6][CH:7]=[CH:8][CH:9]=2)[CH:4]=[CH:3][C:2]=1[S:11](Cl)(=[O:13])=[O:12].[CH2:15]([O:17][C:18]([CH:20]1[NH:25][CH2:24][CH2:23][N:22]([C:26]([CH:28]2[CH2:33][CH2:32][N:31]([C:34]3[CH:39]=[CH:38][N:37]=[CH:36][CH:35]=3)[CH2:30][CH2:29]2)=[O:27])[CH2:21]1)=[O:19])[CH3:16]>>[CH2:15]([O:17][C:18]([CH:20]1[CH2:21][N:22]([C:26]([CH:28]2[CH2:33][CH2:32][N:31]([C:34]3[CH:35]=[CH:36][N:37]=[CH:38][CH:39]=3)[CH2:30][CH2:29]2)=[O:27])[CH2:23][CH2:24][N:25]1[S:11]([C:2]1[CH:3]=[CH:4][C:5]2[C:10](=[CH:9][CH:8]=[CH:7][CH:6]=2)[CH:1]=1)(=[O:13])=[O:12])=[O:19])[CH3:16]. Procedure: Using an analogous procedure to that described in Example 2, 2-naphthylsulphonyl chloride was reacted with 3-ethoxycarbonyl-1-[1-(4-pyridyl)piperidin-4-ylcarbonyl]piperazine to give 2-ethoxycarbonyl-1-(2-naphthylsulphonyl)-4-[1-(4-pyridyl)piperidin-4-ylcarbonyl]piperazine in 31% yield; Yields the product OC(COC1=NC=CC=C1C)CNC(C)C (2-(2'-Hydroxy-3'-isopropylamino-propoxy)-3-methyl-pyridine). Procedure: 4 ml of a 2 N solution of hydrogen chloride in methanol are added to a solution of 3.6 g of 2-(3'-amino-2'-hydroxy-propoxy)-3-methyl-pyridine and 1.5 g of sodium cyanoborohydride in 70 ml of methanol and 12 ml of acetone are added dropwise over the course of approx. 30 minutes, whilst stirring. The reaction mixture is stirred overnight at room temperature and is then evaporated in vacuo and the residue is acidified with 2 N hydrochloric acid. The aqueous solution is extracted once by shaking wit... The solvent is CO (methanol), CO (methanol). Starting materials: solution, Cl (hydrogen chloride), NCC(COC1=NC=CC=C1C)O (2-(3'-amino-2'-hydroxy-propoxy)-3-methyl-pyridine), C(#N)[BH3-].[Na+] (sodium cyanoborohydride), CC(=O)C (acetone). RXN SMILES: Cl.[NH2:2][CH2:3][CH:4]([OH:14])[CH2:5][O:6][C:7]1[C:12]([CH3:13])=[CH:11][CH:10]=[CH:9][N:8]=1.C([BH3-])#N.[Na+].[CH3:19][C:20]([CH3:22])=O>CO>[OH:14][CH:4]([CH2:3][NH:2][CH:20]([CH3:22])[CH3:19])[CH2:5][O:6][C:7]1[C:12]([CH3:13])=[CH:11][CH:10]=[CH:9][N:8]=1 |f:2.3|.